describe an organic reaction: reactants, conditions, products, and yield From a dataset of the Open Reaction Database (ORD), a public repository of structured organic reaction records. The reactants are CNC, CN(C)C=O, O=C(CCl)Nc1ccc2[nH]c(=O)c3ccccc3c2c1, [K+], [K+], [K+], O=P([O-])([O-])[O-]. Product: CN(C)CC(=O)Nc1ccc2[nH]c(=O)c3ccccc3c2c1. RXN SMILES: [CH3:1][NH:2][CH3:3].[CH3:32][N:33]([CH3:34])[CH:35]=[O:36].[Cl:4][CH2:5][C:6](=[O:7])[NH:8][c:9]1[cH:10][c:11]2[c:12]3[cH:13][cH:14][cH:15][cH:16][c:17]3[c:18](=[O:23])[nH:19][c:20]2[cH:21][cH:22]1.[K+:29].[K+:30].[K+:31].[P:24]([O-:25])([O-:26])([O-:27])=[O:28]>>[CH3:1][N:2]([CH3:3])[CH2:5][C:6](=[O:7])[NH:8][c:9]1[cH:10][c:11]2[c:12]3[cH:13][cH:14][cH:15][cH:16][c:17]3[c:18](=[O:23])[nH:19][c:20]2[cH:21][cH:22]1.